From a dataset of the Open Reaction Database (ORD), a public repository of structured organic reaction records. describe an organic reaction: reactants, conditions, products, and yield Starting materials: ClC=1C=NC=C(C1SC1=C(C=C(S1)C(=O)Cl)[N+](=O)[O-])Cl (5-[(3,5-dichloro-4-pyridyl)sulfanyl]-4-nitro-thiophene-2-carbonyl chloride), COCCCN (3-methoxypropylamine). Product: ClC=1C=NC=C(C1SC1=C(C=C(S1)C(=O)NCCCOC)[N+](=O)[O-])Cl (5-((3,5-dichloropyridin-4-yl)thio)-N-(3-methoxypropyl)-4-nitrothiophene-2-carboxamide), solid. The yield is 46.0%. Reaction SMILES: [Cl:1][C:2]1[CH:3]=[N:4][CH:5]=[C:6]([Cl:20])[C:7]=1[S:8][C:9]1[S:13][C:12]([C:14](Cl)=[O:15])=[CH:11][C:10]=1[N+:17]([O-:19])=[O:18].[CH3:21][O:22][CH2:23][CH2:24][CH2:25][NH2:26]>>[Cl:1][C:2]1[CH:3]=[N:4][CH:5]=[C:6]([Cl:20])[C:7]=1[S:8][C:9]1[S:13][C:12]([C:14]([NH:26][CH2:25][CH2:24][CH2:23][O:22][CH3:21])=[O:15])=[CH:11][C:10]=1[N+:17]([O-:19])=[O:18]. Reported procedure: Prepared according to the procedure described for example 50 from 5-[(3,5-dichloro-4-pyridyl)sulfanyl]-4-nitro-thiophene-2-carbonyl chloride (150 mg, 0.41 mmol) and 3-methoxypropylamine (44 mg, 0.49 mmol). The title compound was obtained as a solid (80 mg, 46% yield). 1H NMR (400MHz, d6-DMSO) δ: 8.99 (2H, s), 8.84 (1H, m), 8.42 (1H, s), 3.34 (1H, m), 3.33 (1H, m), 3.23 (5H, m), 1.69 (2H, m). MS m/z: 422.03, 424.03 [M+H]+.